From a dataset of the Open Reaction Database (ORD), a public repository of structured organic reaction records. describe an organic reaction: reactants, conditions, products, and yield Reactants: OC=1C=CC=C2C=NC(=NC12)C (8-hydroxy-2-methyl-quinazoline), SeO2, O1CCOCC1 (dioxane), O1CCOCC1 (dioxane). Conditions: temperature 80 celsius. Product: OC=1C=CC=C2C=NC(=NC12)C=O (8-Hydroxy-quinazoline-2-carboxaldehyde). As a reaction SMILES: [OH:1][C:2]1[CH:3]=[CH:4][CH:5]=[C:6]2[C:11]=1[N:10]=[C:9]([CH3:12])[N:8]=[CH:7]2.[O:13]1CCOCC1>>[OH:1][C:2]1[CH:3]=[CH:4][CH:5]=[C:6]2[C:11]=1[N:10]=[C:9]([CH:12]=[O:13])[N:8]=[CH:7]2. Procedure: A solution of 8-hydroxy-2-methyl-quinazoline (A3) (5 mmol) in dioxane (10 mL) was added dropwise over 3 h into a stirred mixture of SeO2 (8.8 mmol) in dioxane (30 mL) at 50° C. The resulting mixture was then heated at 80° C. for 16 h, allowed to cool, and the solids filtered off. The filtrate was concentrated and purified via column chromatography on silica (dichloromethane/MeOH, 40:1). This afforded 8-hydroxy-quinazoline-2-carboxaldehyde (2) as a solid.